This data is from the Open Reaction Database (ORD), a public repository of structured organic reaction records. The task is: describe an organic reaction: reactants, conditions, products, and yield Reactants: solution, [F-].C(CCC)[N+](CCCC)(CCCC)CCCC (tetra-n-butylammonium fluoride), O=O (oxygen), [Cl-].[NH4+] (ammonium chloride), C(C)(C)(C)C1=CC=C(COC2=C(C=CC=C2)/C=C/C(CCC2=CC=C(C=C2)C2=NN=NN2)CC2=CC(=C(C(=C2)F)O[Si](C(C)C)(C(C)C)C(C)C)F)C=C1 (E-5-{4-[5-[2-(4-tert-butylbenzyloxy)phenyl]-3-(3,5-difluoro-4-triisopropylsilanyloxybenzyl)pent-4-enyl]phenyl}-1H-tetrazole). Run in C1CCOC1 (THF), C1CCOC1 (THF). Conditions: temperature 0 celsius, time 2 hour. Product: C(C)(C)(C)C1=CC=C(COC2=C(C=CC=C2)/C=C/C(CC2=CC(=C(C(=C2)F)O)F)CCC2=CC=C(C=C2)C2=NN=NN2)C=C1 (E-4-(4-[2-(4-tert-Butylbenzyloxy)phenyl]-2-{2-[4-(1H-tetrazol-5-yl)phenyl]ethyl}but-3-enyl)-2,6-difluorophenol). Reaction SMILES: [C:1]([C:5]1[CH:54]=[CH:53][C:8]([CH2:9][O:10][C:11]2[CH:16]=[CH:15][CH:14]=[CH:13][C:12]=2/[CH:17]=[CH:18]/[CH:19]([CH2:33][C:34]2[CH:39]=[C:38]([F:40])[C:37]([O:41][Si](C(C)C)(C(C)C)C(C)C)=[C:36]([F:52])[CH:35]=2)[CH2:20][CH2:21][C:22]2[CH:27]=[CH:26][C:25]([C:28]3[NH:32][N:31]=[N:30][N:29]=3)=[CH:24][CH:23]=2)=[CH:7][CH:6]=1)([CH3:4])([CH3:3])[CH3:2].[F-].C([N+](CCCC)(CCCC)CCCC)CCC.O=O.[Cl-].[NH4+]>C1COCC1>[C:1]([C:5]1[CH:54]=[CH:53][C:8]([CH2:9][O:10][C:11]2[CH:16]=[CH:15][CH:14]=[CH:13][C:12]=2/[CH:17]=[CH:18]/[CH:19]([CH2:20][CH2:21][C:22]2[CH:27]=[CH:26][C:25]([C:28]3[NH:32][N:31]=[N:30][N:29]=3)=[CH:24][CH:23]=2)[CH2:33][C:34]2[CH:39]=[C:38]([F:40])[C:37]([OH:41])=[C:36]([F:52])[CH:35]=2)=[CH:7][CH:6]=1)([CH3:4])([CH3:2])[CH3:3] |f:1.2,4.5|. Procedure details: 442 mg (0.51 mmol, 86%-pure) of E-5-{4-[5-[2-(4-tert-butylbenzyloxy)phenyl]-3-(3,5-difluoro-4-triisopropylsilanyloxybenzyl)pent-4-enyl]phenyl}-1H-tetrazole are charged in 12 mol of THF, cooled to 0° C., mixed with 1.18 ml (1.18 mmol) of a 1 M solution of tetra-n-butylammonium fluoride in THF with exclusion of oxygen and stirred at room temperature for 2 hours. The mixture is then added to ammonium chloride solution and extracted with ethyl acetate. The organic phase is dried over sodium sulfate ... The reactants are COC=C1C(=O)NC(=O)c2ccc(I)cc21, CN(C)C=O, CCCOc1cnc(CN)cc1O. Yields the product CCCOc1cnc(CNC=C2C(=O)NC(=O)c3ccc(I)cc32)cc1O. As a reaction SMILES: [CH3:14][O:15][CH:16]=[C:17]1[C:18](=[O:29])[NH:19][C:20](=[O:28])[c:21]2[cH:22][cH:23][c:24]([I:27])[cH:25][c:26]21.[CH3:30][N:31]([CH3:32])[CH:33]=[O:34].[NH2:1][CH2:2][c:3]1[n:4][cH:5][c:6]([O:10][CH2:11][CH2:12][CH3:13])[c:7]([OH:9])[cH:8]1>>[NH:1]([CH2:2][c:3]1[n:4][cH:5][c:6]([O:10][CH2:11][CH2:12][CH3:13])[c:7]([OH:9])[cH:8]1)[CH:16]=[C:17]1[C:18](=[O:29])[NH:19][C:20](=[O:28])[c:21]2[cH:22][cH:23][c:24]([I:27])[cH:25][c:26]21.